This data is from the Open Reaction Database (ORD), a public repository of structured organic reaction records. The task is: describe an organic reaction: reactants, conditions, products, and yield Reaction conditions: temperature -70 celsius, time 10 minute. As a reaction SMILES: C[Si](C)(C)[CH:3]1[S:8][CH2:7][CH2:6][CH2:5][S:4]1.[Li]CCCC.[CH2:16]([CH:19]1[CH2:24][CH2:23][CH:22]([CH:25]2[CH2:32][C:27]3([CH2:30][C:29](=O)[CH2:28]3)[CH2:26]2)[CH2:21][CH2:20]1)[CH2:17][CH3:18]>C1COCC1>[CH2:16]([CH:19]1[CH2:20][CH2:21][CH:22]([CH:25]2[CH2:32][C:27]3([CH2:30][C:29](=[C:3]4[S:8][CH2:7][CH2:6][CH2:5][S:4]4)[CH2:28]3)[CH2:26]2)[CH2:23][CH2:24]1)[CH2:17][CH3:18]. The product is C(CC)C1CCC(CC1)C1CC2(CC(C2)=C2SCCCS2)C1 (2-(6-{4-n-Propylcyclohexyl}spiro[3.3]hept-2-ylidene)[1,3]dithiane). Reactants: [Li]CCCC (n-BuLi), C[Si](C1SCCCS1)(C)C (2-trimethylsilyl-1,3-dithiane), C(CC)C1CCC(CC1)C1CC2(CC(C2)=O)C1 (6-(4-n-propylcyclohexyl)spiro[3.3]heptan-2-one). Reported procedure: 15.5 g (80.3 mmol) of 2-trimethylsilyl-1,3-dithiane are dissolved in 150 ml of THF, and 51 ml (80.3 mmol) of n-BuLi (15 percent in hexane) are rapidly added dropwise at −70° C. The batch is subsequently allowed to thaw to 0° C. over the course of 4 hours, stirred for 10 minutes without cooling and re-cooled to −70° C., and a solution of 17.0 g (72.5 mmol) of 6-(4-n-propylcyclohexyl)spiro[3.3]heptan-2-one 5 in 50 ml of THF is added drop-wise. The batch is left to stir overnight at room temperatur... Run in C1CCOC1 (THF), C1CCOC1 (THF). Starting materials: NC=1C=CC(=C(C1)[C@]1(N=C(COCC1(F)F)N)C)F ((R)-5-(5-amino-2-fluorophenyl)-6,6-difluoro-5-methyl-2,5,6,7-tetrahydro-1,4-oxazepin-3-amine), FCOC=1C=CC(=NC1)C(=O)O (5-fluoromethoxy-pyridine-2-carboxylic acid). Product: C(=O)O.NC=1COCC([C@@](N1)(C)C=1C=C(C=CC1F)NC(C1=NC=C(C=C1)OCF)=O)(F)F ((R)-N-(3-(3-Amino-6,6-difluoro-5-methyl-2,5,6,7-tetrahydro-1,4-oxazepin-5-yl)-4-fluorophenyl)-5-(fluoromethoxy)picolinamide formate). As a reaction SMILES: [NH2:1][C:2]1[CH:3]=[CH:4][C:5]([F:19])=[C:6]([C@:8]2([CH3:18])[C:14]([F:16])([F:15])[CH2:13][O:12][CH2:11][C:10]([NH2:17])=[N:9]2)[CH:7]=1.[F:20][CH2:21][O:22][C:23]1[CH:24]=[CH:25][C:26]([C:29]([OH:31])=[O:30])=[N:27][CH:28]=1>>[CH:29]([OH:31])=[O:30].[NH2:17][C:10]1[CH2:11][O:12][CH2:13][C:14]([F:15])([F:16])[C@:8]([C:6]2[CH:7]=[C:2]([NH:1][C:29](=[O:30])[C:26]3[CH:25]=[CH:24][C:23]([O:22][CH2:21][F:20])=[CH:28][N:27]=3)[CH:3]=[CH:4][C:5]=2[F:19])([CH3:18])[N:9]=1 |f:2.3|. Reported procedure: The coupling of (R)-5-(5-amino-2-fluorophenyl)-6,6-difluoro-5-methyl-2,5,6,7-tetrahydro-1,4-oxazepin-3-amine (intermediate A10A) and 5-fluoromethoxy-pyridine-2-carboxylic acid (prepared according to Suzuki, Y. et al., Int. Patent Application Publ. No. WO2009091016) yielded the title compound as an off-white amorphous material. MS (ISP): m/z=427.2 [M+H]+. Reactants: OCC(CO)(CO)CO (Pentaerythritol), C(C)(=O)OCC(COC(C)=O)(COC(C)=O)COC(C)=O (pentaerythritol tetraacetate), C([O-])([O-])=O.[K+].[K+] (potassium carbonate), CCOCC (ether). Run in CC(=O)C (acetone). The product is C(C)(=O)OCC(CO)(CO)CO (pentaerythritol monoacetate). The yield is 129.1%. Reaction SMILES: OCC(CO)(CO)CO.[C:10]([O:13][CH2:14][C:15]([CH2:26][O:27]C(=O)C)([CH2:21][O:22]C(=O)C)[CH2:16][O:17]C(=O)C)(=[O:12])[CH3:11].C(=O)([O-])[O-].[K+].[K+].CCOCC>CC(C)=O>[C:10]([O:13][CH2:14][C:15]([CH2:26][OH:27])([CH2:21][OH:22])[CH2:16][OH:17])(=[O:12])[CH3:11] |f:2.3.4|. Procedure: Pentaerythritol (9.5 grams, 0.07 mol), 7.0 grams (0.02 mol) of pentaerythritol tetraacetate and 500 mg of potassium carbonate were heated for 12 hours at 180° C. A light brown solution resulted which was boiled for 15 minutes in 50 ml of acetone and the resulting precipitate was filtered off. The filtrate was concentrated and passed through a plug of silica gel using acetone as a solvent. The mixture was purified by flash chromatography (1:1, CHCl3 :acetone) to yield a product of Rf =0.1. Additi... Starting materials: CCN(CC)CCOc1ccc(N)cc1, COc1cccc(OC)c1C(=O)O, [Cl-], c1ccncc1. Yields the product CCN(CC)CCOc1ccc(NC(=O)c2c(OC)cccc2OC)cc1. Reaction SMILES: [CH2:1]([CH3:2])[N:3]([CH2:4][CH3:5])[CH2:6][CH2:7][O:8][c:9]1[cH:10][cH:11][c:12]([NH2:15])[cH:13][cH:14]1.[CH3:17][O:18][c:19]1[c:20]([C:21](=[O:22])[OH:23])[c:24]([O:28][CH3:29])[cH:25][cH:26][cH:27]1.[Cl-:16].[cH:30]1[cH:31][cH:32][n:33][cH:34][cH:35]1>>[CH2:1]([CH3:2])[N:3]([CH2:4][CH3:5])[CH2:6][CH2:7][O:8][c:9]1[cH:10][cH:11][c:12]([NH:15][C:21]([c:20]2[c:19]([O:18][CH3:17])[cH:27][cH:26][cH:25][c:24]2[O:28][CH3:29])=[O:22])[cH:13][cH:14]1. The reactants are COC(=O)C1C(c2ccccc2)CC2CCC1N2C, COC(=O)C1C(c2ccc(C)cc2)CC2CCC1N2C. Yields the product Cc1ccc(C2CC3CCC(C2C=O)N3C)cc1. RXN SMILES: [c:1]1([CH:2]2[CH2:3][CH:4]3[N:5]([CH3:6])[CH:7]([CH2:8][CH2:9]3)[CH:10]2[C:11]([O:12][CH3:13])=[O:14])[cH:15][cH:16][cH:17][cH:18][cH:19]1.[c:20]1([CH3:39])[cH:21][cH:22][c:23]([CH:26]2[CH:27]([C:35](=[O:36])[O:37][CH3:38])[CH:28]3[CH2:29][CH2:30][CH:31]([CH2:32]2)[N:33]3[CH3:34])[cH:24][cH:25]1>>[c:20]1([CH3:39])[cH:21][cH:22][c:23]([CH:26]2[CH:27]([CH:35]=[O:36])[CH:28]3[CH2:29][CH2:30][CH:31]([CH2:32]2)[N:33]3[CH3:34])[cH:24][cH:25]1.